Dataset: the Open Reaction Database (ORD), a public repository of structured organic reaction records. Task: describe an organic reaction: reactants, conditions, products, and yield The reactants are C(=O)(O)C(CCC1=CC=CC=C1)NNC(=O)N1C(SC[C@H]1C(=O)OCC)C1=C(C=CC=C1)O (N-[N-(1-Carboxy-3-phenylpropyl)-α-azaglycinyl]-4(R)carboethoxy-2-(2-hydroxyphenyl)thiazolidine), Cl (hydrochloric acid). Run in [OH-].[Na+] (sodium hydroxide). Reaction conditions: time 1 hour. Product: C(=O)(O)C(CCC1=CC=CC=C1)NNC(=O)N1C(SC[C@H]1C(=O)O)C1=C(C=CC=C1)O (N-[(1-Carboxy-3-phenylpropyl)-α-azaglycyl]-4(R)-carboxy-2-(2-hydroxyphenyl)thiazolidine). Reaction SMILES: [C:1]([CH:4]([NH:13][NH:14][C:15]([N:17]1[C@H:21]([C:22]([O:24]CC)=[O:23])[CH2:20][S:19][CH:18]1[C:27]1[CH:32]=[CH:31][CH:30]=[CH:29][C:28]=1[OH:33])=[O:16])[CH2:5][CH2:6][C:7]1[CH:12]=[CH:11][CH:10]=[CH:9][CH:8]=1)([OH:3])=[O:2].Cl>[OH-].[Na+]>[C:1]([CH:4]([NH:13][NH:14][C:15]([N:17]1[C@H:21]([C:22]([OH:24])=[O:23])[CH2:20][S:19][CH:18]1[C:27]1[CH:32]=[CH:31][CH:30]=[CH:29][C:28]=1[OH:33])=[O:16])[CH2:5][CH2:6][C:7]1[CH:12]=[CH:11][CH:10]=[CH:9][CH:8]=1)([OH:3])=[O:2] |f:2.3|. Procedure: The above diester (Example 50) can be dissolved in aqueous sodium hydroxide (2N; 5 ml) and stirred for 1 hr. The resulting solution can be acidified with dilute hydrochloric acid and the product (59) isolated by ion-exchange chromatography on DOWEX 50W-X4 resin.